This data is from the Open Reaction Database (ORD), a public repository of structured organic reaction records. The task is: describe an organic reaction: reactants, conditions, products, and yield The reactants are C1(=CC=CC=C1)NC(C(=CC1=CC=C(C=2CCCCC12)OC)C#N)=O (N-phenyl β-(4-methoxy-5,6,7,8-tetrahydronaphth-1-yl)-α-cyanoacrylamide), B(Br)(Br)Br (boron tribromide). Run in ClCCl (dichloromethane), ClCCl (dichloromethane). Run at temperature -78 celsius, time 1 hour. Yields the product C1(=CC=CC=C1)NC(C(=CC1=CC=C(C=2CCCCC12)O)C#N)=O (N-phenyl β-(4-hydroxy-5,6,7,8-tetrahydronaphth-1-yl)-α-cyanoacrylamide). Yield: 65.0%. Reaction SMILES: [C:1]1([NH:7][C:8](=[O:25])[C:9]([C:23]#[N:24])=[CH:10][C:11]2[C:20]3[CH2:19][CH2:18][CH2:17][CH2:16][C:15]=3[C:14]([O:21]C)=[CH:13][CH:12]=2)[CH:6]=[CH:5][CH:4]=[CH:3][CH:2]=1.B(Br)(Br)Br>ClCCl>[C:1]1([NH:7][C:8](=[O:25])[C:9]([C:23]#[N:24])=[CH:10][C:11]2[C:20]3[CH2:19][CH2:18][CH2:17][CH2:16][C:15]=3[C:14]([OH:21])=[CH:13][CH:12]=2)[CH:2]=[CH:3][CH:4]=[CH:5][CH:6]=1. Reported procedure: To a stirred solution of N-phenyl β-(4-methoxy-5,6,7,8-tetrahydronaphth-1-yl)-α-cyanoacrylamide (3.324 g, 0.01 mol) in anhydrous dichloromethane (100 ml) was added at -78° C. under nitrogen, over a period of 20 min, a 1M boron tribromide solution in dichloromethane (30 ml, 0.030 mol). The resulting mixture was stirred for another 1 h at -78° C. and then allowed to warm up to room temperature. After stirring for 1.5 h at room temperature the mixture was cooled to -10° C. and then quenched by drop... Starting materials: O=C(Cl)CCCl, Nc1ccc(F)cc1. Yields the product O=C(CCCl)Nc1ccc(F)cc1. RXN SMILES: [Cl:9][CH2:10][CH2:11][C:12](=[O:13])[Cl:14].[NH2:1][c:2]1[cH:3][cH:4][c:5]([F:6])[cH:7][cH:8]1>>[NH:1]([c:2]1[cH:3][cH:4][c:5]([F:6])[cH:7][cH:8]1)[C:12]([CH2:11][CH2:10][Cl:9])=[O:13]. The reactants are Cc1cccnc1NC(=O)OC(C)(C)C, CCCCC(=O)N(C)OC, [Li]C(C)CC, C1CCOC1. The product is CCCCC(=O)Cc1cccnc1NC(=O)OC(C)(C)C. As a reaction SMILES: [C:1]([CH3:2])([CH3:3])([CH3:4])[O:5][C:6](=[O:7])[NH:8][c:9]1[n:10][cH:11][cH:12][cH:13][c:14]1[CH3:15].[CH3:21][O:22][N:23]([C:24]([CH2:25][CH2:26][CH2:27][CH3:28])=[O:29])[CH3:30].[CH:16]([Li:17])([CH2:18][CH3:19])[CH3:20].[O:31]1[CH2:32][CH2:33][CH2:34][CH2:35]1>>[C:1]([CH3:2])([CH3:3])([CH3:4])[O:5][C:6](=[O:7])[NH:8][c:9]1[n:10][cH:11][cH:12][cH:13][c:14]1[CH2:15][C:24]([CH2:25][CH2:26][CH2:27][CH3:28])=[O:29].